Dataset: the Open Reaction Database (ORD), a public repository of structured organic reaction records. Task: describe an organic reaction: reactants, conditions, products, and yield Yield: 9.0%. RXN SMILES: C([NH:20][C:21]1[S:22][CH:23]=[C:24](/[C:26](=[N:62]/[O:63]C(C2C=CC=CC=2)(C2C=CC=CC=2)C2C=CC=CC=2)/[C:27]([NH:29][C@@H:30]2[C:60](=[O:61])[N:32]3[C:33]([C:44]([O:46]C(C4C=CC=CC=4)C4C=CC=CC=4)=[O:45])=[C:34]([S:37][C:38]4[CH:43]=[CH:42][N:41]=[CH:40][CH:39]=4)[CH2:35][S:36][C@H:31]23)=[O:28])[N:25]=1)(C1C=CC=CC=1)(C1C=CC=CC=1)C1C=CC=CC=1.FC(F)(F)C(O)=O>C1(OC)C=CC=CC=1>[NH2:20][C:21]1[S:22][CH:23]=[C:24](/[C:26](=[N:62]/[OH:63])/[C:27]([NH:29][C@@H:30]2[C:60](=[O:61])[N:32]3[C:33]([C:44]([OH:46])=[O:45])=[C:34]([S:37][C:38]4[CH:39]=[CH:40][N:41]=[CH:42][CH:43]=4)[CH2:35][S:36][C@H:31]23)=[O:28])[N:25]=1. Run in C1(=CC=CC=C1)OC (anisole). Reported procedure: To a suspension of diphenylmethyl 7β-[2-(2-tritylaminothiazol-4-yl)-2-(Z)-(trityloxyimino)acetamido]-3-(4-pyridylthio)-3-cephem-4-carboxylate (1.37 g, 1.21 m mol) in anisole (2.7 ml) was added trifluoroacetic acid (5.4 ml) at 5° C. and the resulting solution was stirred at room temperature for 4 hours. The mixture was poured into IPE (150 ml) and the precipitates were collected by filtration, washed with IPE and dried in vacuo. The powder was dissolved in water (100 ml) by addition of saturated ... The product is NC=1SC=C(N1)/C(/C(=O)N[C@H]1[C@@H]2N(C(=C(CS2)SC2=CC=NC=C2)C(=O)O)C1=O)=N/O (7β-[2-(2-aminothiazol-4-yl)-2-(Z)-(hydroxyimino)acetamido]-3-(4-pyridylthio)-3-cephem-4-carboxylic acid). Reaction conditions: time 4 hour. Reactants: C(C1=CC=CC=C1)(C1=CC=CC=C1)(C1=CC=CC=C1)NC=1SC=C(N1)/C(/C(=O)N[C@H]1[C@@H]2N(C(=C(CS2)SC2=CC=NC=C2)C(=O)OC(C2=CC=CC=C2)C2=CC=CC=C2)C1=O)=N/OC(C1=CC=CC=C1)(C1=CC=CC=C1)C1=CC=CC=C1 (diphenylmethyl 7β-[2-(2-tritylaminothiazol-4-yl)-2-(Z)-(trityloxyimino)acetamido]-3-(4-pyridylthio)-3-cephem-4-carboxylate), FC(C(=O)O)(F)F (trifluoroacetic acid). Starting materials: BrCC(=O)OC (methyl bromoacetate), C1(CCCCC1)C=1NC=C(N1)C1=CC(=C(C=C1)F)C (2-cyclohexyl-4-(4-fluoro-3-methyl-phenyl)-1H-imidazole), C([O-])([O-])=O.[K+].[K+] (potassium carbonate). Solvent: CN(C)C=O (DMF). Yields the product C1(CCCCC1)C=1N(C=C(N1)C1=CC(=C(C=C1)F)C)CC(=O)O ((2-cyclohexyl-4-(4-fluoro-3-methyl-phenyl)-imidazol-1-yl)-acetic acid). RXN SMILES: Br[CH2:2][C:3]([O:5]C)=[O:4].[CH:7]1([C:13]2[NH:14][CH:15]=[C:16]([C:18]3[CH:23]=[CH:22][C:21]([F:24])=[C:20]([CH3:25])[CH:19]=3)[N:17]=2)[CH2:12][CH2:11][CH2:10][CH2:9][CH2:8]1.C(=O)([O-])[O-].[K+].[K+]>CN(C=O)C>[CH:7]1([C:13]2[N:14]([CH2:2][C:3]([OH:5])=[O:4])[CH:15]=[C:16]([C:18]3[CH:23]=[CH:22][C:21]([F:24])=[C:20]([CH3:25])[CH:19]=3)[N:17]=2)[CH2:8][CH2:9][CH2:10][CH2:11][CH2:12]1 |f:2.3.4|. Reported procedure: 0.38 mL methyl bromoacetate was added to 940 mg 2-cyclohexyl-4-(4-fluoro-3-methyl-phenyl)-1H-imidazole and 1.52 g potassium carbonate in 10 mL DMF. The reaction was stirred over night at RT and evaporated. Methanol and 1 mol/L sodiumhydroxide solution was added and the mixture was stirred 2 h at RT. The solvent was removed. The residue was dissolved in water and acidified with 1 mol/L HCL solution. The precipitate was filtered and dried to give 700 mg desired product. Rt: 0.92 min (method B), (M... Reactants: COC(CC1=CN=C(C2=CC(=C(C=C12)OC)OC)C(C1=CC(=CC=C1)OC(C)CC)=O)=O ([1-(3-sec-butoxy-benzoyl)-6,7-dimethoxy-isoquinolin-4-yl]-acetic acid methyl ester), [OH-].[Na+] (sodium hydroxide). Solvent: CO (methanol). Run at temperature 90 celsius. The product is C(C)(CC)OC=1C=C(C(=O)C2=NC=C(C3=CC(=C(C=C23)OC)OC)CC(=O)O)C=CC1 ([1-(3-sec-butoxy-benzoyl)-6,7-dimethoxy-isoquinolin-4-yl]-acetic acid), salt. The yield is 36.0%. RXN SMILES: C[O:2][C:3](=[O:32])[CH2:4][C:5]1[C:14]2[C:9](=[CH:10][C:11]([O:17][CH3:18])=[C:12]([O:15][CH3:16])[CH:13]=2)[C:8]([C:19](=[O:31])[C:20]2[CH:25]=[CH:24][CH:23]=[C:22]([O:26][CH:27]([CH2:29][CH3:30])[CH3:28])[CH:21]=2)=[N:7][CH:6]=1.[OH-].[Na+]>CO>[CH:27]([O:26][C:22]1[CH:21]=[C:20]([CH:25]=[CH:24][CH:23]=1)[C:19]([C:8]1[C:9]2[C:14](=[CH:13][C:12]([O:15][CH3:16])=[C:11]([O:17][CH3:18])[CH:10]=2)[C:5]([CH2:4][C:3]([OH:32])=[O:2])=[CH:6][N:7]=1)=[O:31])([CH2:29][CH3:30])[CH3:28] |f:1.2|. Reported procedure: To a stirred solution of [1-(3-sec-butoxy-benzoyl)-6,7-dimethoxy-isoquinolin-4-yl]-acetic acid methyl ester (170 mg, 0.39 mmol) in methanol (3.5 mL) was added 1.0 N sodium hydroxide solution (2.0 mL, 1.56 mmol). The reaction mixture was heated at 90° C. for 1 h, concentrated in vacuo and diluted with water (3 mL). The aqueous phase was extracted with diethyl ether (1×10) and then acidified to pH=4 by addition of 1N hydrogen chloride solution. The aqueous phase was then extracted with dichloromet... Starting materials: BrCC1=CC=C(C(=O)C2=CC=C(C=C2)CBr)C=C1 (4,4'-bis-bromomethylbenzophenone), C[O-].[Na+].CO (NaOMe MeOH). Yields the product COCC1=CC=C(C(=O)C2=CC=C(C=C2)COC)C=C1 (4,4'-bis-Methoxymethylbenzophenone). Reaction SMILES: Br[CH2:2][C:3]1[CH:18]=[CH:17][C:6]([C:7]([C:9]2[CH:14]=[CH:13][C:12]([CH2:15]Br)=[CH:11][CH:10]=2)=[O:8])=[CH:5][CH:4]=1.[CH3:19][O-:20].[Na+].[CH3:22][OH:23]>>[CH3:19][O:20][CH2:2][C:3]1[CH:18]=[CH:17][C:6]([C:7]([C:9]2[CH:14]=[CH:13][C:12]([CH2:15][O:23][CH3:22])=[CH:11][CH:10]=2)=[O:8])=[CH:5][CH:4]=1 |f:1.2.3|. Procedure: A solution of 0.46M NaOMe/MeOH (30 mL) containing 4,4'-bis-bromomethylbenzophenone (2.1 g, 5.7 mmol) was refluxed 42 hours. After cooling, the reaction was partitioned between EtOAc and 5% aq. KHSO4. The organic layer was washed with brine, dried over Na2 SO4 and concentrated. The resulting residue was chromatographed on silica gel using 1:4 EtOAc/hexane to elute 1.11 g (70%) of the title compound. The reactants are C(C)(=O)OC1C(C(C(CC1O[Si](C)(C)C(C)(C)C)=O)CO)O[Si](C)(C)C(C)(C)C (4-acetoxy-3,5-bis(tert-butyldimethylsilyloxy)-2-hydroxymethylcyclohexanone), COCOC1CCCC(C1)=O (5-(methoxymethoxy)cyclohexanone). Product: C(C)(=O)OC1C(C2C(=CC(OC2)=O)CC1O[Si](C)(C)C(C)(C)C)O[Si](C)(C)C(C)(C)C (7-acetoxy-6,8-bis(tert-butyldimethylsilyloxy)-1,5,6,7,8,8a-hexahydro-3H-2-benzopyran-3-one). Isolated yield 34.0%. RXN SMILES: [C:1]([O:4][CH:5]1[CH:10]([O:11][Si:12]([C:15]([CH3:18])([CH3:17])[CH3:16])([CH3:14])[CH3:13])[CH2:9][C:8](=O)[CH:7]([CH2:20][OH:21])[CH:6]1[O:22][Si:23]([C:26]([CH3:29])([CH3:28])[CH3:27])([CH3:25])[CH3:24])(=[O:3])[CH3:2].COC[O:33][CH:34]1CC(=O)CC[CH2:35]1>>[C:1]([O:4][CH:5]1[CH:10]([O:11][Si:12]([C:15]([CH3:17])([CH3:16])[CH3:18])([CH3:13])[CH3:14])[CH2:9][C:8]2=[CH:35][C:34](=[O:33])[O:21][CH2:20][CH:7]2[CH:6]1[O:22][Si:23]([C:26]([CH3:29])([CH3:28])[CH3:27])([CH3:24])[CH3:25])(=[O:3])[CH3:2]. Reported procedure: Example 4 was repeated except that 4-acetoxy-3,5-bis(tert-butyldimethylsilyloxy)-2-hydroxymethylcyclohexanone was used instead of 2-hydroxymethyl-3,4-dimethylmethylenedioxy)-5-(methoxymethoxy)cyclohexanone to give 7-acetoxy-6,8-bis(tert-butyldimethylsilyloxy)-1,5,6,7,8,8a-hexahydro-3H-2-benzopyran-3-one having the following property (yield 34%). Reactants: C1CCOC1, CCCCCC, Cc1ccc2[nH]c3c(c2c1)CN(C)CC3, O=C(CCl)N1CCCCC1, Cl, [H-], [Na+]. Yields the product Cc1ccc2c(c1)c1c(n2CC(=O)N2CCCCC2)CCN(C)C1. RXN SMILES: [CH2:35]1[O:36][CH2:37][CH2:38][CH2:39]1.[CH3:29][CH2:30][CH2:31][CH2:32][CH2:33][CH3:34].[CH3:4][N:5]1[CH2:6][c:7]2[c:8]([nH:9][c:10]3[cH:11][cH:12][c:13]([CH3:16])[cH:14][c:15]23)[CH2:17][CH2:18]1.[Cl:19][CH2:20][C:21](=[O:22])[N:23]1[CH2:24][CH2:25][CH2:26][CH2:27][CH2:28]1.[ClH:1].[H-:2].[Na+:3]>>[CH3:4][N:5]1[CH2:6][c:7]2[c:8]([n:9]([CH2:20][C:21](=[O:22])[N:23]3[CH2:24][CH2:25][CH2:26][CH2:27][CH2:28]3)[c:10]3[cH:11][cH:12][c:13]([CH3:16])[cH:14][c:15]23)[CH2:17][CH2:18]1.